From a dataset of the Open Reaction Database (ORD), a public repository of structured organic reaction records. describe an organic reaction: reactants, conditions, products, and yield Starting materials: COC(=O)C(C)Oc1ccc(Cl)c2nc(C)c(Cc3ccc(Cl)cc3)c(C)c12, [Li+], C1CCOC1, [OH-]. The product is Cc1nc2c(Cl)ccc(OC(C)C(=O)O)c2c(C)c1Cc1ccc(Cl)cc1. Reaction SMILES: [CH3:1][O:2][C:3]([CH:4]([CH3:5])[O:6][c:7]1[c:8]2[c:9]([CH3:27])[c:10]([CH2:19][c:20]3[cH:21][cH:22][c:23]([Cl:26])[cH:24][cH:25]3)[c:11]([CH3:18])[n:12][c:13]2[c:14]([Cl:17])[cH:15][cH:16]1)=[O:28].[Li+:29].[O:31]1[CH2:32][CH2:33][CH2:34][CH2:35]1.[OH-:30]>>[O:2]=[C:3]([CH:4]([CH3:5])[O:6][c:7]1[c:8]2[c:9]([CH3:27])[c:10]([CH2:19][c:20]3[cH:21][cH:22][c:23]([Cl:26])[cH:24][cH:25]3)[c:11]([CH3:18])[n:12][c:13]2[c:14]([Cl:17])[cH:15][cH:16]1)[OH:28].